This data is from the Open Reaction Database (ORD), a public repository of structured organic reaction records. The task is: describe an organic reaction: reactants, conditions, products, and yield Reactants: C#CCBr, CC(=O)Nc1cccc(-c2ccc3nnc(C)n3n2)c1, CN(C)C=O, [H-], [Na+], O. Yields the product C#CCN(C(C)=O)c1cccc(-c2ccc3nnc(C)n3n2)c1. As a reaction SMILES: [CH2:23]([C:24]#[CH:25])[Br:26].[CH3:1][c:2]1[n:3][n:4][c:5]2[n:6]1[n:7][c:8](-[c:11]1[cH:12][c:13]([NH:17][C:18]([CH3:19])=[O:20])[cH:14][cH:15][cH:16]1)[cH:9][cH:10]2.[CH3:28][N:29]([CH3:30])[CH:31]=[O:32].[H-:21].[Na+:22].[OH2:27]>>[CH3:1][c:2]1[n:3][n:4][c:5]2[n:6]1[n:7][c:8](-[c:11]1[cH:12][c:13]([N:17]([C:18]([CH3:19])=[O:20])[CH2:25][C:24]#[CH:23])[cH:14][cH:15][cH:16]1)[cH:9][cH:10]2. The reactants are c1ccc(CN2CCc3ccoc3CC2)cc1, ClCCl, CO, CC(Cl)OC(=O)Cl. Product: c1cc2c(o1)CCNCC2. As a reaction SMILES: [CH2:1]([c:2]1[cH:3][cH:4][cH:5][cH:6][cH:7]1)[N:8]1[CH2:9][CH2:10][c:11]2[c:12]([o:15][cH:16][cH:17]2)[CH2:13][CH2:14]1.[CH2:25]([Cl:26])[Cl:27].[CH3:28][OH:29].[Cl:18][C:19]([O:20][CH:21]([Cl:22])[CH3:23])=[O:24]>>[NH:8]1[CH2:9][CH2:10][c:11]2[c:12]([o:15][cH:16][cH:17]2)[CH2:13][CH2:14]1. Reactants: N#Cc1ccc(CBr)cc1, O=[N+]([O-])c1ccc(Nc2cncnc2)cc1. Yields the product N#Cc1ccc(CN(c2ccc([N+](=O)[O-])cc2)c2cncnc2)cc1. RXN SMILES: [Br:17][CH2:18][c:19]1[cH:20][cH:21][c:22]([C:25]#[N:26])[cH:23][cH:24]1.[N+:1](=[O:2])([O-:3])[c:4]1[cH:5][cH:6][c:7]([NH:10][c:11]2[cH:12][n:13][cH:14][n:15][cH:16]2)[cH:8][cH:9]1>>[N+:1](=[O:2])([O-:3])[c:4]1[cH:5][cH:6][c:7]([N:10]([c:11]2[cH:12][n:13][cH:14][n:15][cH:16]2)[CH2:18][c:19]2[cH:20][cH:21][c:22]([C:25]#[N:26])[cH:23][cH:24]2)[cH:8][cH:9]1.